Dataset: the Open Reaction Database (ORD), a public repository of structured organic reaction records. Task: describe an organic reaction: reactants, conditions, products, and yield The reactants are C1COCCN1, C1CCOC1, CCOCC, C=CCn1c(Cl)nc2c1c(=O)[nH]c(=O)n2CCC(C)C, Cl, c1ccc(P(c2ccccc2)(c2ccccc2)[Pd](P(c2ccccc2)(c2ccccc2)c2ccccc2)(P(c2ccccc2)(c2ccccc2)c2ccccc2)P(c2ccccc2)(c2ccccc2)c2ccccc2)cc1. The product is CC(C)CCn1c(=O)[nH]c(=O)c2[nH]c(Cl)nc21. RXN SMILES: [CH2:21]1[NH:22][CH2:23][CH2:24][O:25][CH2:26]1.[CH2:33]1[O:34][CH2:35][CH2:36][CH2:37]1.[CH3:28][CH2:29][O:30][CH2:31][CH3:32].[Cl:1][c:2]1[n:3][c:4]2[n:5]([CH2:16][CH2:17][CH:18]([CH3:19])[CH3:20])[c:6](=[O:15])[nH:7][c:8](=[O:14])[c:9]2[n:10]1[CH2:11][CH:12]=[CH2:13].[ClH:27].[cH:38]1[cH:39][cH:40][c:41]([P:42]([Pd:43]([P:44]([c:45]2[cH:46][cH:47][cH:48][cH:49][cH:50]2)([c:51]2[cH:52][cH:53][cH:54][cH:55][cH:56]2)[c:57]2[cH:58][cH:59][cH:60][cH:61][cH:62]2)([P:63]([c:64]2[cH:65][cH:66][cH:67][cH:68][cH:69]2)([c:70]2[cH:71][cH:72][cH:73][cH:74][cH:75]2)[c:76]2[cH:77][cH:78][cH:79][cH:80][cH:81]2)[P:82]([c:83]2[cH:84][cH:85][cH:86][cH:87][cH:88]2)([c:89]2[cH:90][cH:91][cH:92][cH:93][cH:94]2)[c:95]2[cH:96][cH:97][cH:98][cH:99][cH:100]2)([c:101]2[cH:102][cH:103][cH:104][cH:105][cH:106]2)[c:107]2[cH:108][cH:109][cH:110][cH:111][cH:112]2)[cH:113][cH:114]1>>[Cl:1][c:2]1[n:3][c:4]2[n:5]([CH2:16][CH2:17][CH:18]([CH3:19])[CH3:20])[c:6](=[O:15])[nH:7][c:8](=[O:14])[c:9]2[nH:10]1. The reactants are BrC1=CC=C(O1)C=C1C(NC2=CC=C(C=C12)Cl)=O (3-((5-bromofuran-2-yl)methylene)-5-chloroindolin-2-one), C(=O)([O-])[O-].[Cs+].[Cs+] (Cs2CO3), CC1(OB(OC1(C)C)C1=CC=C(OCCN2CCOCC2)C=C1)C (4-(2-(4-(4,4,5,5-tetramethyl-1,3,2-dioxaborolan-2-yl)phenoxy)ethyl)morpholine). The solvent is O1CCOCC1.O (dioxane water). Run at temperature 120 celsius. The product is ClC=1C=C2C(C(NC2=CC1)=O)=CC=1OC(=CC1)C1=CC=C(C=C1)OCCN1CCOCC1 (5-chloro-3-((5-(4-(2-morpholinoethoxy)phenyl)furan-2-yl)methylene)indolin-2-one). As a reaction SMILES: Br[C:2]1[O:6][C:5]([CH:7]=[C:8]2[C:16]3[C:11](=[CH:12][CH:13]=[C:14]([Cl:17])[CH:15]=3)[NH:10][C:9]2=[O:18])=[CH:4][CH:3]=1.C([O-])([O-])=O.[Cs+].[Cs+].CC1(C)C(C)(C)OB([C:33]2[CH:47]=[CH:46][C:36]([O:37][CH2:38][CH2:39][N:40]3[CH2:45][CH2:44][O:43][CH2:42][CH2:41]3)=[CH:35][CH:34]=2)O1>O1CCOCC1.O>[Cl:17][C:14]1[CH:15]=[C:16]2[C:11](=[CH:12][CH:13]=1)[NH:10][C:9](=[O:18])[C:8]2=[CH:7][C:5]1[O:6][C:2]([C:33]2[CH:47]=[CH:46][C:36]([O:37][CH2:38][CH2:39][N:40]3[CH2:41][CH2:42][O:43][CH2:44][CH2:45]3)=[CH:35][CH:34]=2)=[CH:3][CH:4]=1 |f:1.2.3,5.6|. Procedure details: To 3-((5-bromofuran-2-yl)methylene)-5-chloroindolin-2-one (50 mg, 0.155 mmol) in dioxane/water (5% water) was added Cs2CO3 (152 mg, 0.466 mmol) and 4-(2-(4-(4,4,5,5-tetramethyl-1,3,2-dioxaborolan-2-yl)phenoxy)ethyl)morpholine (62 mg, 0.186 mmol). The mixture was degassed with nitrogen for 5 minutes then heated in microwave for 20 minutes at 120° C. The solution was diluted with water and the solid formed was isolated by filtration. The solid was purified by HPLC to yield 5-chloro-3-((5-(4-(2-mor... The reactants are FC(C(=O)O)(F)F.CS(=O)(=O)C1=CC=C(OC2=C3C(=NC=N2)N(N=C3)C3CCNCC3)C=C1 (4-(4-methanesulfonyl-phenoxy)-1-piperidin-4-yl-1H-pyrazolo[3,4-d]pyrimidine trifluoroacetate salt), FC(C(=O)O)(F)F.CS(=O)(=O)C1=CC=C(OC2=C3C(=NC=N2)N(N=C3)C3CCNCC3)C=C1 (4-(4-methanesulfonyl-phenoxy)-1-piperidin-4-yl-1H-pyrazolo[3,4-d]pyrimidine trifluoroacetate salt), ClC(=O)OCC(Cl)(Cl)Cl (2,2,2-trichloroethyl chloroformate). Yields the product ClC(COC(=O)N1CCC(CC1)N1N=CC=2C1=NC=NC2OC2=CC=C(C=C2)S(=O)(=O)C)(Cl)Cl (4-[4-(4-Methanesulfonyl-phenoxy)-pyrazolo[3,4-d]pyrimidin-1-yl]-piperidine-1-carboxylic acid 2,2,2-trichloro-ethyl ester). Reaction SMILES: FC(F)(F)C(O)=O.[CH3:8][S:9]([C:12]1[CH:33]=[CH:32][C:15]([O:16][C:17]2[N:22]=[CH:21][N:20]=[C:19]3[N:23]([CH:26]4[CH2:31][CH2:30][NH:29][CH2:28][CH2:27]4)[N:24]=[CH:25][C:18]=23)=[CH:14][CH:13]=1)(=[O:11])=[O:10].Cl[C:35]([O:37][CH2:38][C:39]([Cl:42])([Cl:41])[Cl:40])=[O:36]>>[Cl:40][C:39]([Cl:42])([Cl:41])[CH2:38][O:37][C:35]([N:29]1[CH2:28][CH2:27][CH:26]([N:23]2[C:19]3=[N:20][CH:21]=[N:22][C:17]([O:16][C:15]4[CH:14]=[CH:13][C:12]([S:9]([CH3:8])(=[O:11])=[O:10])=[CH:33][CH:32]=4)=[C:18]3[CH:25]=[N:24]2)[CH2:31][CH2:30]1)=[O:36] |f:0.1|. Procedure: 4-[4-(4-Methanesulfonyl-phenoxy)-pyrazolo[3,4-d]pyrimidin-1-yl]-piperidine-1-carboxylic acid 2,2,2-trichloro-ethyl ester was prepared according to General Procedure E by the reaction of 4-(4-methanesulfonyl-phenoxy)-1-piperidin-4-yl-1H-pyrazolo[3,4-d]pyrimidine trifluoro-acetate salt (Intermediate 27) with 2,2,2-trichloroethyl chloroformate (available from Aldrich Chemical Company, Inc., Milwaukee, Wis., USA). 1H NMR (400 MHz, DMSO-d6) δ 1.96-2.08 (m, 4H), 3.30 (methyl sulfonyl and water peak), ... Starting materials: CC(C1=CC=CC=C1)(C)Cl (α,α-dimethylbenzyl chloride), N1=CC=CC=C1 (pyridine), F[Sb-](F)(F)(F)(F)F.[Na+] (sodium hexafluoroantimonate). The solvent is CO (methanol). The product is F[Sb-](F)(F)(F)(F)F.CC(C1=CC=CC=C1)(C)[N+]1=CC=CC=C1 (1-(α,α-dimethylbenzyl)pyridinium hexafluoroantimonate). As a reaction SMILES: [CH3:1][C:2](Cl)([CH3:9])[C:3]1[CH:8]=[CH:7][CH:6]=[CH:5][CH:4]=1.[N:11]1[CH:16]=[CH:15][CH:14]=[CH:13][CH:12]=1.[F:17][Sb-:18]([F:23])([F:22])([F:21])([F:20])[F:19].[Na+]>CO>[F:17][Sb-:18]([F:23])([F:22])([F:21])([F:20])[F:19].[CH3:1][C:2]([N+:11]1[CH:16]=[CH:15][CH:14]=[CH:13][CH:12]=1)([CH3:9])[C:3]1[CH:8]=[CH:7][CH:6]=[CH:5][CH:4]=1 |f:2.3,5.6|. Procedure details: 4.644 g (0.03 mol) of α,α-dimethylbenzyl chloride and 2.373 g (0.03 mol) of pyridine were reacted in 40 ml of methanol at 40° C. for 3 days. After the reaction, the solvent was evaporated in vacuo and ether-water was added to the residue to extract unreacted reactants in the etherial layer. To the aqueous layer was added 7.7 g (0.03 mol) of sodium hexafluoroantimonate. The resulting crystals were suction filtered, washed and dried to give the title compound. Starting materials: ClC1=NC=C(C#N)C=C1 (6-Chloronicotinonitrile), C(CCC)[Sn](C1=CN=C2N1C=CC(=N2)C(F)(F)F)(CCCC)CCCC (3-tributylstannyl-7-trifluoromethylimidazo[1,2-α]pyrimidine). Yields the product FC(C1=NC=2N(C=C1)C(=CN2)C2=NC=C(C#N)C=C2)(F)F (6-(7-trifluoromethylimidazo[1,2-α]pyrimidin-3-yl)nicotinonitrile). The yield is 35.1%. RXN SMILES: Cl[C:2]1[CH:9]=[CH:8][C:5]([C:6]#[N:7])=[CH:4][N:3]=1.C([Sn](CCCC)(CCCC)[C:15]1[N:19]2[CH:20]=[CH:21][C:22]([C:24]([F:27])([F:26])[F:25])=[N:23][C:18]2=[N:17][CH:16]=1)CCC>>[F:26][C:24]([F:25])([F:27])[C:22]1[CH:21]=[CH:20][N:19]2[C:15]([C:2]3[CH:9]=[CH:8][C:5]([C:6]#[N:7])=[CH:4][N:3]=3)=[CH:16][N:17]=[C:18]2[N:23]=1. Procedure: 6-Chloronicotinonitrile (295 mg, 2.13 mmol) was coupled to 3-tributylstannyl-7-trifluoromethylimidazo[1,2-α]pyrimidine (1.4 mmol) by the method of Example 1 to give 6-(7-trifluoromethylimidazo[1,2-α]pyrimidin-3-yl)nicotinonitrile (142 mg) as a white solid: δH (400 MHz, DMSO) 7.79 (1H, d, J 7), 8.35 (1H, m), 8.43 (1H, m), 9.06 (1H, s), 9.14 (1H, s), 10.41 (1H, d, J 7); m/z (ES+) 290 (M++H). The reactants are IC1=C(C=CC=C1)C1(CCC1)C(=O)O (1-(2-iodophenyl)cyclobutanecarboxylic acid), OS(=O)(=O)O (H2SO4), CO (MeOH). The product is IC1=C(C=CC=C1)C1(CCC1)C(=O)OC (Methyl 1-(2-iodophenyl)cyclobutanecarboxylate), oil. The yield is 81.0%. As a reaction SMILES: [I:1][C:2]1[CH:7]=[CH:6][CH:5]=[CH:4][C:3]=1[C:8]1([C:12]([OH:14])=[O:13])[CH2:11][CH2:10][CH2:9]1.OS(O)(=O)=O.[CH3:20]O>>[I:1][C:2]1[CH:7]=[CH:6][CH:5]=[CH:4][C:3]=1[C:8]1([C:12]([O:14][CH3:20])=[O:13])[CH2:9][CH2:10][CH2:11]1. Reported procedure: A solution of 1-(2-iodophenyl)cyclobutanecarboxylic acid A52 (425 mg, 1.41 mmol) in MeOH (25 mL) and conc. H2SO4 (1.0 mL) was stirred at 60° C. overnight. The volatiles were removed in vacuo and the resulting residue diluted in EtOAc (50 mL) and sat. soln. Na2CO3 (50 mL). The aqueous layer was extracted with EtOAc (3×50 mL), the combined organic fractions were dried (MgSO4) and the volatiles removed in vacuo to give the title compound A53 as a clear oil (361 mg, 81%). LCMS-A: rt 7.020 min; m/z 3... Run in CS(=O)C (DMSO), CCN(C(C)C)C(C)C (DIPEA). Procedure details: The mixture of 1-benzyl-5-(4-methoxybenzyl)-7-(methylsulfonyl)-1,3,4,5-tetrahydro-1,2,5,6,8-pentaazaacenaphthylene (0.1 mmol) and morpholine (0.2 mmol) in anhydrous DMSO (1 mL) and DIPEA (0.06 mL) was heated at 100° C. for 64 h in 2-dram vials. The solvent was then removed on Genevac. The residue was re-brought up to DMSO (1.2 mL) and was purified by HPLC using reverse phase column chromatography with a Maccel AQ C18 column and a gradient of 1-95% ACN/water containing 0.05% trifluoroacetic acid ... Reactants: C(C1=CC=CC=C1)N1N=C2CCN(C3=NC(=NC1=C23)S(=O)(=O)C)CC2=CC=C(C=C2)OC (1-benzyl-5-(4-methoxybenzyl)-7-(methylsulfonyl)-1,3,4,5-tetrahydro-1,2,5,6,8-pentaazaacenaphthylene), N1CCOCC1 (morpholine). RXN SMILES: [CH2:1]([N:8]1[C:18]2=[C:19]3[C:14](=[N:15][C:16](S(C)(=O)=O)=[N:17]2)[N:13]([CH2:24][C:25]2[CH:30]=[CH:29][C:28]([O:31][CH3:32])=[CH:27][CH:26]=2)[CH2:12][CH2:11][C:10]3=[N:9]1)[C:2]1[CH:7]=[CH:6][CH:5]=[CH:4][CH:3]=1.[NH:33]1[CH2:38][CH2:37][O:36][CH2:35][CH2:34]1>CS(C)=O.CCN(C(C)C)C(C)C>[CH2:1]([N:8]1[C:18]2=[C:19]3[C:14](=[N:15][C:16]([N:33]4[CH2:38][CH2:37][O:36][CH2:35][CH2:34]4)=[N:17]2)[N:13]([CH2:24][C:25]2[CH:30]=[CH:29][C:28]([O:31][CH3:32])=[CH:27][CH:26]=2)[CH2:12][CH2:11][C:10]3=[N:9]1)[C:2]1[CH:7]=[CH:6][CH:5]=[CH:4][CH:3]=1. Yields the product C(C1=CC=CC=C1)N1N=C2CCN(C3=NC(=NC1=C23)N2CCOCC2)CC2=CC=C(C=C2)OC (4-(1-benzyl-5-(4-methoxybenzyl)-1,3,4,5-tetrahydro-1,2,5,6,8-pentaazaacenaphthylen-7-yl)morpholine). Reaction conditions: temperature 100 celsius. Reactants: ClC1=CC=C(C=C1)C1=C(C(OC1(C)O)=O)C=1N=C(SC1C)C (4-(4-chlorophenyl)-3-(2,5-dimethyl-4-thiazolyl)-5-hydroxy-5-methyl-2(5H)-furanone), O.NN (hydrazine monohydrate). Solvent: C(CCC)O (1-butanol). Conditions: temperature 0 celsius. Yields the product ClC1=CC=C(C=C1)C1=C(C(NN=C1C)=O)C=1N=C(SC1C)C (5-(4-chlorophenyl)-4-(2,5-dimethyl-4-thiazolyl)-6-methyl-2H-pyridazin-3-one). Yield: 63.5%. Reaction SMILES: [Cl:1][C:2]1[CH:7]=[CH:6][C:5]([C:8]2[C:12](O)([CH3:13])[O:11][C:10](=O)[C:9]=2[C:16]2[N:17]=[C:18]([CH3:22])[S:19][C:20]=2[CH3:21])=[CH:4][CH:3]=1.O.[NH2:24][NH2:25]>C(O)CCC>[Cl:1][C:2]1[CH:7]=[CH:6][C:5]([C:8]2[C:12]([CH3:13])=[N:25][NH:24][C:10](=[O:11])[C:9]=2[C:16]2[N:17]=[C:18]([CH3:22])[S:19][C:20]=2[CH3:21])=[CH:4][CH:3]=1 |f:1.2|. Procedure details: A mixture of 0.86 g of 4-(4-chlorophenyl)-3-(2,5-dimethyl-4-thiazolyl)-5-hydroxy-5-methyl-2(5H)-furanone, 0.18 g of hydrazine monohydrate and 8 ml of 1-butanol was heated under reflux for 5 hours. The reaction mixture was cooled to 0° C. The deposited solid was collected by filtration. The solid was washed with a mixed solvent of hexane and t-butyl methyl ether, and dried under reduced pressure to obtain 0.54 g of 5-(4-chlorophenyl)-4-(2,5-dimethyl-4-thiazolyl)-6-methyl-2H-pyridazin-3-one.